This data is from the Open Reaction Database (ORD), a public repository of structured organic reaction records. The task is: describe an organic reaction: reactants, conditions, products, and yield Starting materials: C(CC)NCCC (Dipropylamine), BrC(C(=O)OCC)C(=O)OCC (diethyl bromomalonate). The solvent is C1CCOC1 (THF). Conditions: time 18 hour. Yields the product C(CC)N(CCC)C(C(=O)OCC)C(=O)OCC (diethyl (dipropylamino)malonate). Yield: 80.0%. As a reaction SMILES: [CH2:1]([NH:4][CH2:5][CH2:6][CH3:7])[CH2:2][CH3:3].Br[CH:9]([C:15]([O:17][CH2:18][CH3:19])=[O:16])[C:10]([O:12][CH2:13][CH3:14])=[O:11]>C1COCC1>[CH2:1]([N:4]([CH:9]([C:10]([O:12][CH2:13][CH3:14])=[O:11])[C:15]([O:17][CH2:18][CH3:19])=[O:16])[CH2:5][CH2:6][CH3:7])[CH2:2][CH3:3]. Reported procedure: Dipropylamine (22.3 g, 0.22 mol) was added to a stirred solution of diethyl bromomalonate (47.8 g, 0.20 mol) in THF (400 mL) and the solution was stirred for 18 hours at room temperature. The precipitate of dipropylamine hydrobromide was filtered off and washed with THF. The THF phase was evaporated and the residual oil was partitioned between ethyl acetate (200 mL) and sodium hydroxide solution (10 mL of 4 N). The ethyl acetate phase was separated, washed with water (2×10 mL), and the solvent w... Starting materials: CCc1sc2c(c1CCBr)CCN(C(C)=O)C2, Cl, Fc1ccc2c(C3CCNCC3)noc2c1. The product is CCc1sc2c(c1CCN1CCC(c3noc4cc(F)ccc34)CC1)CCN(C(C)=O)C2. As a reaction SMILES: [C:1]([CH3:2])(=[O:3])[N:4]1[CH2:5][c:6]2[c:7]([c:10]([CH2:15][CH2:16][Br:17])[c:11]([CH2:13][CH3:14])[s:12]2)[CH2:8][CH2:9]1.[ClH:18].[F:19][c:20]1[cH:21][c:22]2[c:23]([c:24]([CH:27]3[CH2:28][CH2:29][NH:30][CH2:31][CH2:32]3)[n:25][o:26]2)[cH:33][cH:34]1>>[C:1]([CH3:2])(=[O:3])[N:4]1[CH2:5][c:6]2[c:7]([c:10]([CH2:15][CH2:16][N:30]3[CH2:29][CH2:28][CH:27]([c:24]4[c:23]5[c:22]([cH:21][c:20]([F:19])[cH:34][cH:33]5)[o:26][n:25]4)[CH2:32][CH2:31]3)[c:11]([CH2:13][CH3:14])[s:12]2)[CH2:8][CH2:9]1. The reactants are N#CC1CC(F)CN1C(=O)CNC12CCC(C(=O)O)(CC1)CC2, Cc1ccc(CN)cc1. Product: Cc1ccc(CNC(=O)C23CCC(NCC(=O)N4CC(F)CC4C#N)(CC2)CC3)cc1. As a reaction SMILES: [C:1](=[O:2])([OH:3])[C:4]12[CH2:5][CH2:6][C:7]([NH:12][CH2:13][C:14](=[O:15])[N:16]3[CH:17]([C:22]#[N:23])[CH2:18][CH:19]([F:21])[CH2:20]3)([CH2:8][CH2:9]1)[CH2:10][CH2:11]2.[CH3:24][c:25]1[cH:26][cH:27][c:28]([CH2:29][NH2:30])[cH:31][cH:32]1>>[C:1](=[O:2])([C:4]12[CH2:5][CH2:6][C:7]([NH:12][CH2:13][C:14](=[O:15])[N:16]3[CH:17]([C:22]#[N:23])[CH2:18][CH:19]([F:21])[CH2:20]3)([CH2:8][CH2:9]1)[CH2:10][CH2:11]2)[NH:30][CH2:29][c:28]1[cH:27][cH:26][c:25]([CH3:24])[cH:32][cH:31]1. Run in C1(=CC=CC=C1)C (toluene), O (Water). Run at time 4 day. Yield: 25.0%. Reagents/catalysts: O.C1(=CC=C(C=C1)S(=O)(=O)O)C (p-toluenesulfonic acid monohydrate). As a reaction SMILES: [Cl:1][C:2]1[CH:3]=[C:4]([CH:19]=[CH:20][C:21]=1[Cl:22])[CH2:5][CH:6]1[C:15]2[C:10](=[CH:11][CH:12]=[C:13]([O:16][CH3:17])[CH:14]=2)[CH2:9][CH2:8][C:7]1=O.[NH:23]1[CH2:27][CH2:26][CH2:25][CH2:24]1.CO.C#N.[Na]>C1(C)C=CC=CC=1.O.C1(C)C=CC(S(O)(=O)=O)=CC=1.O>[Cl:1][C:2]1[CH:3]=[C:4]([CH:19]=[CH:20][C:21]=1[Cl:22])[CH2:5][CH:6]1[C:15]2[C:10](=[CH:11][CH:12]=[C:13]([O:16][CH3:17])[CH:14]=2)[CH2:9][CH2:8][CH:7]1[N:23]1[CH2:27][CH2:26][CH2:25][CH2:24]1 |f:3.4,6.7,^1:31|. Reported procedure: 1-(3,4-Dichlorobenzyl)-7-methoxy-3,4-dihydronaphthalen-2(1H)-one (5.5 g, 16.4 mmol, example 1), pyrrolidine (1.40 g, 19.7 mmol), and p-toluenesulfonic acid monohydrate (31.0 mg, 0.164 mmol) were dissolved in toluene (100 ml) and refluxed for 2 h using a Dean-Stark condenser. The solvent was removed and after addition of MeOH (50 ml) and sodium cyanohydride (1.57 g, 24.6 mmol) the mixture was stirred for 4 d at room temperature under nitrogen. Water was added, the organic phase separated and the ... Starting materials: ClC=1C=C(CC2C(CCC3=CC=C(C=C23)OC)=O)C=CC1Cl (1-(3,4-Dichlorobenzyl)-7-methoxy-3,4-dihydronaphthalen-2(1H)-one), N1CCCC1 (pyrrolidine), CO (MeOH), C#N.[Na] (sodium cyanohydride). The product is ClC=1C=C(CC2C(CCC3=CC=C(C=C23)OC)N2CCCC2)C=CC1Cl (1-(1-(3,4-Dichlorobenzyl)-7-methoxy-1,2,3,4-tetrahydronaphthalen-2-yl)pyrrolidine). The reactants are COC1=C(OCC(=O)OC(C)(C)C)C=CC(=C1)[C@H]1[C@@H](C1)C(C1=CC(=CC=C1)N1CCN(CC1)C(=O)OCCCC)=O ((+/-)-trans-t-Butyl [[2-methoxy-4-[2-((3(4-1-butyloxycarbonyl-1-piperazinyl)benzoyl))cyclopropyl]-phenoxy]]acetate), C(=O)(C(F)(F)F)O.C(Cl)Cl (TFA CH2Cl2), IR(KBr). Yields the product COC1=C(OCC(=O)O)C=CC(=C1)[C@H]1[C@@H](C1)C(C1=CC(=CC=C1)N1CCNCC1)=O ((+/-)-trans-[[2-methoxy-4-[2-((3-(1piperazinyl)benzoyl))cyclopropyl]phenoxy]]acetic acid). As a reaction SMILES: [CH3:1][O:2][C:3]1[CH:17]=[C:16]([C@@H:18]2[CH2:20][C@H:19]2[C:21](=[O:41])[C:22]2[CH:27]=[CH:26][CH:25]=[C:24]([N:28]3[CH2:33][CH2:32][N:31](C(OCCCC)=O)[CH2:30][CH2:29]3)[CH:23]=2)[CH:15]=[CH:14][C:4]=1[O:5][CH2:6][C:7]([O:9]C(C)(C)C)=[O:8].C(O)(C(F)(F)F)=O.C(Cl)Cl>>[CH3:1][O:2][C:3]1[CH:17]=[C:16]([C@@H:18]2[CH2:20][C@H:19]2[C:21](=[O:41])[C:22]2[CH:27]=[CH:26][CH:25]=[C:24]([N:28]3[CH2:29][CH2:30][NH:31][CH2:32][CH2:33]3)[CH:23]=2)[CH:15]=[CH:14][C:4]=1[O:5][CH2:6][C:7]([OH:9])=[O:8] |f:1.2|. Procedure: Cyclopropyl adduce 300a was deprotected with TFA/CH2Cl2 in the usual way to provide a pale grey solid. IR(KBr): cm-1 3200-2500(br), 1738, 1680. HR-MS: Calc'd 411.1920, Found 411.1925.